From a dataset of the Open Reaction Database (ORD), a public repository of structured organic reaction records. describe an organic reaction: reactants, conditions, products, and yield The reactants are COC(=O)C=1OC2=C(C1)C=CC=C2O (7-hydroxybenzofuran-2-carboxylic acid methyl ester), [Na] (Sodium), Cl.ClCC=1C=NC=CC1 (3-chloromethylpyridine hydrochloride). Solvent: CO (methanol). Reaction conditions: time 15 minute. The product is COC(=O)C=1OC2=C(C1)C=CC=C2OCC=2C=NC=CC2 (7-(3-pyridylmethoxy)-benzofuran-2-carboxylic acid methyl ester). The yield is 44.1%. RXN SMILES: [Na].[CH3:2][O:3][C:4]([C:6]1[O:7][C:8]2[C:14]([OH:15])=[CH:13][CH:12]=[CH:11][C:9]=2[CH:10]=1)=[O:5].Cl.Cl[CH2:18][C:19]1[CH:20]=[N:21][CH:22]=[CH:23][CH:24]=1>CO>[CH3:2][O:3][C:4]([C:6]1[O:7][C:8]2[C:14]([O:15][CH2:18][C:19]3[CH:20]=[N:21][CH:22]=[CH:23][CH:24]=3)=[CH:13][CH:12]=[CH:11][C:9]=2[CH:10]=1)=[O:5] |f:2.3,^1:0|. Procedure details: Sodium (0.37 g.) was dissolved in methanol (70 ml.) and 7-hydroxybenzofuran-2-carboxylic acid methyl ester (1.54 g.) was added. The solution was stirred for 15 minutes and then 3-chloromethylpyridine hydrochloride (1.32 g.) was added. The mixture was heated under reflux for 8 hours and then evaporated. Water was added to the residue and the mixture was extracted several times with ethyl acetate. The combined extracts were washed with water and dried (Na2SO4). Evaporation of the solvent gave a so... Reactants: NC1=C(C(=O)C2=C(C=CC=C2)Cl)C=C(C=C1)Cl (2-amino-5,2'-dichlorobenzophenone), [N-]=[N+]=[N-].[Na+] (sodium azide), N(=O)[O-].[Na+] (sodium nitrite), C(C)(=O)[O-].[Na+] (sodium acetate). The solvent is C(C)(=O)O (acetic acid), Cl (hydrochloric acid), O (water), ice. The product is N(=[N+]=[N-])C1=C(C(=O)C2=C(C=CC=C2)Cl)C=C(C=C1)Cl (2-azido-5,2'-dichlorobenzophenone). As a reaction SMILES: [NH2:1][C:2]1[CH:16]=[CH:15][C:14]([Cl:17])=[CH:13][C:3]=1[C:4]([C:6]1[CH:11]=[CH:10][CH:9]=[CH:8][C:7]=1[Cl:12])=[O:5].N([O-])=O.[Na+].C([O-])(=O)C.[Na+].[N-:27]=[N+:28]=[N-].[Na+]>C(O)(=O)C.Cl.O>[N:1]([C:2]1[CH:16]=[CH:15][C:14]([Cl:17])=[CH:13][C:3]=1[C:4]([C:6]1[CH:11]=[CH:10][CH:9]=[CH:8][C:7]=1[Cl:12])=[O:5])=[N+:27]=[N-:28] |f:1.2,3.4,5.6|. Procedure details: 6,65 G (0.025 mol) of 2-amino-5,2'-dichlorobenzophenone are dissolved in a mixture of 25 ml of glacial acetic acid and 6.25 ml of concentrated hydrochloric acid and diazotised with 5 ml (0.025 mol) of 5 M sodium nitrite solution at 20°C. The mixture is then diluted with 100 ml of ice-cold water and neutralised by addition of 10 g (0.075 mol) of crystalline sodium acetate, and the turbid solution is clarified by filtration, using active charcoal. A solution of 5 g (0.077 mol) of sodium azide in 5... Reactants: ClC1=CC=C(OCC=2OC=C(N2)C2=CC=C(C=C2)O)C=C1 (4-[2-(4-Chlorophenoxymethyl)oxazol-4-yl]phenol), P(=O)([O-])([O-])[O-].[K+].[K+].[K+] (tripotassium phosphate), [H-].[Na+] (sodium hydride), [O-]CC.[Na+] (sodium ethoxide), ClC=1N(C=C(N1)[N+](=O)[O-])CCC(COS(=O)(=O)C1=CC=C(C=C1)C)O (toluene-4-sulfonic acid 4-(2-chloro-4-nitroimidazol-1-yl)-2-hydroxybutyl ester). The solvent is O (Water), O (Water), C(C)O (ethanol), C(C)O (ethanol), CN(C=O)C (dimethylformamide). Run at time 30 minute. Yields the product ClC1=CC=C(OCC=2OC=C(N2)C2=CC=C(OCC3CCN4C(O3)=NC(=C4)[N+](=O)[O-])C=C2)C=C1 (7-{4-[2-(4-chlorophenoxymethyl)oxazol-4-yl]phenoxymethyl}-2-nitro-6,7-dihydro-5H-imidazo[2,1-b][1,3]oxazine). Yield: 53.1%. As a reaction SMILES: [O-]CC.[Na+].Cl[C:6]1[N:7]([CH2:14][CH2:15][CH:16]([OH:29])[CH2:17][O:18]S(C2C=CC(C)=CC=2)(=O)=O)[CH:8]=[C:9]([N+:11]([O-:13])=[O:12])[N:10]=1.[Cl:30][C:31]1[CH:50]=[CH:49][C:34]([O:35][CH2:36][C:37]2[O:38][CH:39]=[C:40]([C:42]3[CH:47]=[CH:46][C:45](O)=[CH:44][CH:43]=3)[N:41]=2)=[CH:33][CH:32]=1.P([O-])([O-])([O-])=O.[K+].[K+].[K+].[H-].[Na+]>CN(C)C=O.O.C(O)C>[Cl:30][C:31]1[CH:50]=[CH:49][C:34]([O:35][CH2:36][C:37]2[O:38][CH:39]=[C:40]([C:42]3[CH:47]=[CH:46][C:45]([O:18][CH2:17][CH:16]4[O:29][C:6]5=[N:10][C:9]([N+:11]([O-:13])=[O:12])=[CH:8][N:7]5[CH2:14][CH2:15]4)=[CH:44][CH:43]=3)[N:41]=2)=[CH:33][CH:32]=1 |f:0.1,4.5.6.7,8.9|. Procedure details: An ethanol solution (0.45 ml) of 20% sodium ethoxide was added to an ethanol solution (10 ml) of toluene-4-sulfonic acid 4-(2-chloro-4-nitroimidazol-1-yl)-2-hydroxybutyl ester (0.52 g), and the mixture was stirred at room temperature for 30 minutes. 4-[2-(4-Chlorophenoxymethyl)oxazol-4-yl]phenol (0.40 g) and tripotassium phosphate (0.34 g) were added to the reaction mixture, and the resulting mixture was heated under reflux for 2 hours. Water was added thereto and the precipitated solid was coll...